This data is from the Open Reaction Database (ORD), a public repository of structured organic reaction records. The task is: describe an organic reaction: reactants, conditions, products, and yield Starting materials: CC1=C(OC2=C1C=C(C=C2)Br)C(=O)O (methyl 5-bromobenzofuran-2-carboxylic acid), C[O-].C(CCC)[Sn+](CCCC)CCCC (tributyltin methoxide), C(C)(=O)OC(=C)C (isopropenyl acetate), C1(=C(C=CC=C1)P(C1=C(C=CC=C1)C)C1=C(C=CC=C1)C)C (tri-o-tolylphosphine). Reagents/catalysts: C(C)(=O)[O-].[Pd+2].C(C)(=O)[O-] (palladium (II) acetate). Run in C1(=CC=CC=C1)C (toluene). Product: CC1=C(OC2=C1C=C(C=C2)CC(C)=O)C(=O)O (Methyl 5-(propan-2-one-yl)benzofuran-2-carboxylic acid). RXN SMILES: [CH3:1][C:2]1[C:6]2[CH:7]=[C:8](Br)[CH:9]=[CH:10][C:5]=2[O:4][C:3]=1[C:12]([OH:14])=[O:13].C[O-].C([Sn+](CCCC)CCCC)CCC.C([O:33][C:34]([CH3:36])=[CH2:35])(=O)C.C1(C)C=CC=CC=1P(C1C=CC=CC=1C)C1C=CC=CC=1C>C1(C)C=CC=CC=1.C([O-])(=O)C.[Pd+2].C([O-])(=O)C>[CH3:1][C:2]1[C:6]2[CH:7]=[C:8]([CH2:35][C:34](=[O:33])[CH3:36])[CH:9]=[CH:10][C:5]=2[O:4][C:3]=1[C:12]([OH:14])=[O:13] |f:1.2,6.7.8|. Procedure details: A solution of methyl 5-bromobenzofuran-2-carboxylic acid (2.4 g, 9.3 mmol), tributyltin methoxide (4.0 mL, 14 mmol), isopropenyl acetate (1.4 mL, 14 mmol), palladium (II) acetate (0.1 g, 0.5 mmol) and tri-o-tolylphosphine (0.3 g, 1mmol) in toluene (6 mL) were heated at 95° C. for 2 hours. The reaction solution was concentrated in vacuo and subjected to flash chromatography on silica gel (25% ethyl acetate:hexanes) to afford the title compound as a colorless solid, (1.8 g; m.p. 77-79° C., Analyti... Reactants: CC(=O)O[BH-](OC(C)=O)OC(C)=O, O=C([O-])O, ClCCl, CC(=O)O, COc1ccc(-c2cc3cc(F)c(F)cc3[nH]2)cc1N, [Na+], [Na+], O=Cc1ccc(O)c([N+](=O)[O-])c1. The product is COc1ccc(-c2cc3cc(F)c(F)cc3[nH]2)cc1NCc1ccc(O)c([N+](=O)[O-])c1. As a reaction SMILES: [C:33]([O:34][BH-:35]([O:36][C:37](=[O:38])[CH3:39])[O:40][C:41](=[O:42])[CH3:43])(=[O:44])[CH3:45].[C:47](=[O:48])([OH:49])[O-:50].[CH2:52]([Cl:53])[Cl:54].[CH3:55][C:56](=[O:57])[OH:58].[F:13][c:14]1[cH:15][c:16]2[cH:17][c:18](-[c:24]3[cH:25][cH:26][c:27]([O:31][CH3:32])[c:28]([NH2:30])[cH:29]3)[nH:19][c:20]2[cH:21][c:22]1[F:23].[Na+:46].[Na+:51].[OH:1][c:2]1[c:3]([N+:10](=[O:11])[O-:12])[cH:4][c:5]([CH:6]=[O:7])[cH:8][cH:9]1>>[OH:1][c:2]1[c:3]([N+:10](=[O:11])[O-:12])[cH:4][c:5]([CH2:6][NH:30][c:28]2[c:27]([O:31][CH3:32])[cH:26][cH:25][c:24](-[c:18]3[cH:17][c:16]4[cH:15][c:14]([F:13])[c:22]([F:23])[cH:21][c:20]4[nH:19]3)[cH:29]2)[cH:8][cH:9]1. Reactants: resin, N([C@H](CC1=CC=C(C=C1)O)C(=O)O)C(=O)OCC1C2=CC=CC=C2C2=CC=CC=C12 (N-Fmoc-D-Tyr(OH)), N1=CC=C(C2=CC=CC=C12)C=O (4-quinolinecarboxaldehyde), FC(S(=O)(=O)C1=CC=C(N)C=C1)(F)F (4-(trifluoromethanesulfonyl)aniline). Product: FC(C(=O)O)(F)F.OC1=CC=C(C[C@@H]2C(N(C(N2CC2=CC=NC3=CC=CC=C23)=O)C2=CC=C(C=C2)S(=O)(=O)C(F)(F)F)=O)C=C1 ((R)-5-(4-hydroxybenzyl)-1-quinol-4-ylmethyl-3-(4-trifluoromethanesulfonylphenyl)imidazolidine-2,4-dione trifluoroacetate). RXN SMILES: [NH:1]([C:14]([O:16]CC1C2C(=CC=CC=2)C2C1=CC=CC=2)=O)[C@@H:2]([C:11]([OH:13])=[O:12])[CH2:3][C:4]1[CH:9]=[CH:8][C:7]([OH:10])=[CH:6][CH:5]=1.[N:31]1[C:40]2[C:35](=[CH:36][CH:37]=[CH:38][CH:39]=2)[C:34]([CH:41]=O)=[CH:33][CH:32]=1.[F:43][C:44]([F:56])([F:55])[S:45]([C:48]1[CH:54]=[CH:53][C:51]([NH2:52])=[CH:50][CH:49]=1)(=[O:47])=[O:46]>>[F:43][C:44]([F:56])([F:55])[C:11]([OH:13])=[O:12].[OH:10][C:7]1[CH:6]=[CH:5][C:4]([CH2:3][C@H:2]2[N:1]([CH2:41][C:34]3[C:35]4[C:40](=[CH:39][CH:38]=[CH:37][CH:36]=4)[N:31]=[CH:32][CH:33]=3)[C:14](=[O:16])[N:52]([C:51]3[CH:53]=[CH:54][C:48]([S:45]([C:44]([F:56])([F:43])[F:55])(=[O:47])=[O:46])=[CH:49][CH:50]=3)[C:11]2=[O:13])=[CH:9][CH:8]=1 |f:3.4|. Reported procedure: The compound is prepared from 0.05 mmol of resin, 0.15 mmol of N-Fmoc-D-Tyr(OH), 0.25 mmol of 4-quinolinecarboxaldehyde and 0.125 mmol of 4-(trifluoromethanesulfonyl)aniline, in the same way as in Example 1. After purification by preparative LC-MS, 1.8 mg of expected product are obtained. Starting materials: COc1ccc(CSC2CC(C(=O)N3CCC(NC(=O)OCc4ccc([N+](=O)[O-])cc4)C3)N(C(=O)OCc3ccc([N+](=O)[O-])cc3)C2)cc1, COc1ccccc1, CCOC(C)=O, O=C(O)C(F)(F)F, O=S(=O)(O)C(F)(F)F. The product is O=C(NC1CCN(C(=O)C2CC(S)CN2C(=O)OCc2ccc([N+](=O)[O-])cc2)C1)OCc1ccc([N+](=O)[O-])cc1. As a reaction SMILES: [CH3:16][O:17][c:18]1[cH:19][cH:20][c:21]([CH2:22][S:23][CH:24]2[CH2:25][CH:26]([C:42](=[O:43])[N:44]3[CH2:45][CH:46]([NH:49][C:50](=[O:51])[O:52][CH2:53][c:54]4[cH:55][cH:56][c:57]([N+:60](=[O:61])[O-:62])[cH:58][cH:59]4)[CH2:47][CH2:48]3)[N:27]([C:29](=[O:30])[O:31][CH2:32][c:33]3[cH:34][cH:35][c:36]([N+:39](=[O:40])[O-:41])[cH:37][cH:38]3)[CH2:28]2)[cH:63][cH:64]1.[CH3:65][O:66][c:67]1[cH:68][cH:69][cH:70][cH:71][cH:72]1.[CH3:73][CH2:74][O:75][C:76](=[O:77])[CH3:78].[OH:1][C:2]([C:3]([F:4])([F:5])[F:6])=[O:7].[OH:8][S:9]([C:10]([F:11])([F:12])[F:13])(=[O:14])=[O:15]>>[SH:23][CH:24]1[CH2:25][CH:26]([C:42](=[O:43])[N:44]2[CH2:45][CH:46]([NH:49][C:50](=[O:51])[O:52][CH2:53][c:54]3[cH:55][cH:56][c:57]([N+:60](=[O:61])[O-:62])[cH:58][cH:59]3)[CH2:47][CH2:48]2)[N:27]([C:29](=[O:30])[O:31][CH2:32][c:33]2[cH:34][cH:35][c:36]([N+:39](=[O:40])[O-:41])[cH:37][cH:38]2)[CH2:28]1. Starting materials: BrC=1C=CC(=C(C#N)C1)OCCCCC1=CC=CC=C1 (5-bromo-2-(4-phenylbutoxy)benzonitrile), C(C)(C)(C)OC(NC1(COC(OC1)(C)C)C#C)=O ((5-ethynyl-2,2-dimethyl-1,3-dioxan-5-yl)carbamic acid t-butyl ester), C1(CCCCC1)P(C1=C(C=CC=C1)C1=C(C=C(C=C1C(C)C)C(C)C)C(C)C)C1CCCCC1 (2-dicyclohexylphosphino-2′,4′,6′-triisopropylbiphenyl), C([O-])([O-])=O.[Cs+].[Cs+] (cesium carbonate). The reagents and catalysts are CC#N.CC#N.Cl[Pd]Cl (bis(acetonitrile)palladium(II) dichloride). The solvent is O (Water), C(C)#N (acetonitrile). The product is C(C)(C)(C)OC(NC1(COC(OC1)(C)C)C#CC1=CC(=C(C=C1)OCCCCC1=CC=CC=C1)C#N)=O ((5-{2-[3-cyano-4-(4-phenylbutoxy)phenyl]ethynyl}-2,2-dimethyl-1,3-dioxan-5-yl)carbamic acid t-butyl ester). Reaction SMILES: Br[C:2]1[CH:3]=[CH:4][C:5]([O:10][CH2:11][CH2:12][CH2:13][CH2:14][C:15]2[CH:20]=[CH:19][CH:18]=[CH:17][CH:16]=2)=[C:6]([CH:9]=1)[C:7]#[N:8].[C:21]([O:25][C:26](=[O:38])[NH:27][C:28]1([C:36]#[CH:37])[CH2:33][O:32][C:31]([CH3:35])([CH3:34])[O:30][CH2:29]1)([CH3:24])([CH3:23])[CH3:22].C1(P(C2CCCCC2)C2C=CC=CC=2C2C(C(C)C)=CC(C(C)C)=CC=2C(C)C)CCCCC1.C(=O)([O-])[O-].[Cs+].[Cs+]>C(#N)C.CC#N.CC#N.Cl[Pd]Cl.O>[C:21]([O:25][C:26](=[O:38])[NH:27][C:28]1([C:36]#[C:37][C:2]2[CH:3]=[CH:4][C:5]([O:10][CH2:11][CH2:12][CH2:13][CH2:14][C:15]3[CH:20]=[CH:19][CH:18]=[CH:17][CH:16]=3)=[C:6]([C:7]#[N:8])[CH:9]=2)[CH2:33][O:32][C:31]([CH3:35])([CH3:34])[O:30][CH2:29]1)([CH3:24])([CH3:23])[CH3:22] |f:3.4.5,7.8.9|. Reported procedure: Compound 2-1 (0.544 g), (5-ethynyl-2,2-dimethyl-1,3-dioxan-5-yl)carbamic acid t-butyl ester (0.459 g), 2-dicyclohexylphosphino-2′,4′,6′-triisopropylbiphenyl (0.36 g), bis(acetonitrile)palladium(II) dichloride (0.007 g) and cesium carbonate (0.538 g) were stirred in acetonitrile (8.3 ml) at 70-80° C. for 2 hr. Water was added to the reaction mixture, and the mixture was extracted with ethyl acetate, washed with saturated brine, and dried over anhydrous sodium sulfate. The solvent was evaporated u... Reactants: CN(C(=O)NCc1cccc(F)c1Cl)C(COC(=O)Nc1cc2ccccc2cn1)CC(=O)OC(C)(C)C, ClCCl, O=C(O)C(F)(F)F. The product is CN(C(=O)NCc1cccc(F)c1Cl)C(COC(=O)Nc1cc2ccccc2cn1)CC(=O)O. Reaction SMILES: [Cl:1][c:2]1[c:3]([CH2:4][NH:5][C:6]([N:7]([CH3:8])[CH:9]([CH2:10][C:11](=[O:12])[O:13][C:14]([CH3:15])([CH3:16])[CH3:17])[CH2:18][O:19][C:20]([NH:21][c:22]2[n:23][cH:24][c:25]3[cH:26][cH:27][cH:28][cH:29][c:30]3[cH:31]2)=[O:32])=[O:33])[cH:34][cH:35][cH:36][c:37]1[F:38].[Cl:46][CH2:47][Cl:48].[F:39][C:40]([F:41])([F:42])[C:43]([OH:44])=[O:45]>>[Cl:1][c:2]1[c:3]([CH2:4][NH:5][C:6]([N:7]([CH3:8])[CH:9]([CH2:10][C:11](=[O:12])[OH:13])[CH2:18][O:19][C:20]([NH:21][c:22]2[n:23][cH:24][c:25]3[cH:26][cH:27][cH:28][cH:29][c:30]3[cH:31]2)=[O:32])=[O:33])[cH:34][cH:35][cH:36][c:37]1[F:38]. Reactants: CC1=C(C=CC(=C1)[N+](=O)[O-])NC1=NCCC1 (2-[(2-Methyl-4-nitrophenyl)amino]-1-pyrroline), Cl (hydrochloric acid). The reagents and catalysts are [Pd] (palladium on carbon). Solvent: C(C)O (ethanol). Product: Cl.Cl.CC1=C(C=CC(=C1)N)NC1=NCCC1 (2-[(2-Methyl-4-aminophenyl)amino]-1-pyrroline, dihydrochloride). RXN SMILES: [CH3:1][C:2]1[CH:7]=[C:6]([N+:8]([O-])=O)[CH:5]=[CH:4][C:3]=1[NH:11][C:12]1[CH2:16][CH2:15][CH2:14][N:13]=1.[ClH:17]>C(O)C.[Pd]>[ClH:17].[ClH:17].[CH3:1][C:2]1[CH:7]=[C:6]([NH2:8])[CH:5]=[CH:4][C:3]=1[NH:11][C:12]1[CH2:16][CH2:15][CH2:14][N:13]=1 |f:4.5.6|. Procedure: The product compound of Example 8 was dissolved in 1.2 liter of ethanol containing 53.4 ml of concentrated hydrochloric acid and hydrogenated at 2 psi over 5% palladium on carbon. After removal of catalyst by filtration, the filtrate was concentrated in vacuo to give 85 g of the title compound. Structure assignment was supported by the nmr spectrum and by elemental analysis. The reactants are C1CCOC1, C[Si](C)(C)[N-][Si](C)(C)C, Nc1ccc(Br)cc1Cl, O=C(O)c1cnc(Cl)cc1Cl, [Li+]. The product is O=C(O)c1cnc(Cl)cc1Nc1ccc(Br)cc1Cl. As a reaction SMILES: [CH2:31]1[O:32][CH2:33][CH2:34][CH2:35]1.[CH3:11][Si:12]([N-:13][Si:14]([CH3:15])([CH3:16])[CH3:17])([CH3:18])[CH3:19].[Cl:1][c:2]1[c:3]([NH2:4])[cH:5][cH:6][c:7]([Br:9])[cH:8]1.[Cl:20][c:21]1[cH:22][c:23]([Cl:30])[n:24][cH:25][c:26]1[C:27](=[O:28])[OH:29].[Li+:10]>>[Cl:1][c:2]1[c:3]([NH:4][c:21]2[cH:22][c:23]([Cl:30])[n:24][cH:25][c:26]2[C:27](=[O:28])[OH:29])[cH:5][cH:6][c:7]([Br:9])[cH:8]1. Reactants: C(C)(C)NC(CC=1C(NCCCC1C1=CC=C(C=C1)OC)=O)C (3-(2-isopropylaminopropyl)-4-(4-methoxyphenyl)-1,5,6,7-tetrahydro-2H-azepinone), CI (methyl iodide), C([O-])([O-])=O.[K+].[K+] (potassium carbonate). Solvent: C(C)O (ethanol). Product: C(C)(C)N(C)C(CC=1C(NCCCC1C1=CC=C(C=C1)OC)=O)C (3-[2-(N-isopropyl-N-methylamino)-propyl]-4-(4-methoxyphenyl)-1,5,6,7-tetrahydro-2H-azepinone). Reaction SMILES: [CH:1]([NH:4][CH:5]([CH3:23])[CH2:6][C:7]1[C:8](=[O:22])[NH:9][CH2:10][CH2:11][CH2:12][C:13]=1[C:14]1[CH:19]=[CH:18][C:17]([O:20][CH3:21])=[CH:16][CH:15]=1)([CH3:3])[CH3:2].CI.[C:26](=O)([O-])[O-].[K+].[K+]>C(O)C>[CH:1]([N:4]([CH:5]([CH3:23])[CH2:6][C:7]1[C:8](=[O:22])[NH:9][CH2:10][CH2:11][CH2:12][C:13]=1[C:14]1[CH:15]=[CH:16][C:17]([O:20][CH3:21])=[CH:18][CH:19]=1)[CH3:26])([CH3:2])[CH3:3] |f:2.3.4|. Procedure: The mixture of 8.23 g of 3-(2-isopropylaminopropyl)-4-(4-methoxyphenyl)-1,5,6,7-tetrahydro-2H-azepinone, 2.25 ml of methyl iodide, 3.59 g of potassium carbonate and 100 ml of absolute ethanol is refluxed for five hours and evaporated. The residue is suspended in 100 ml of water and the suspension extracted with diethyl ether. The extract is dried, evaporated and the residue crystallized from ethanol-water to yield the 3-[2-(N-isopropyl-N-methylamino)-propyl]-4-(4-methoxyphenyl)-1,5,6,7-tetrahydr... The reactants are C(C)(=O)O (acetic acid), C(C)(=O)O[BH-](OC(C)=O)OC(C)=O.[Na+] (sodium triacetoxyborohydride), NC1=CC2=CC3=CC=CC=C3C=C2C=C1 (2-Aminoanthracene), CN(C1(CCC(CC1)=O)C1=CC=CC=C1)C (4-dimethylamino-4-phenyl-cyclohexanone), ClCCCl (1,2-dichloroethane). Run at time 24 hour. The product is C1=C(C=CC2=CC3=CC=CC=C3C=C12)NC1CCC(CC1)(N(C)C)C1=CC=CC=C1 (N′-anthracen-2-yl-N,N-dimethyl-1-phenyl-cyclohexane-1,4-diamine), Cl.C1=C(C=CC2=CC3=CC=CC=C3C=C12)NC1CCC(CC1)(N(C)C)C1=CC=CC=C1 (N′-Anthracen-2-yl-N,N-dimethyl-1-phenyl-cyclohexane-1,4-diamine hydrochloride). Reaction SMILES: [NH2:1][C:2]1[CH:15]=[CH:14][C:13]2[C:4](=[CH:5][C:6]3[C:11]([CH:12]=2)=[CH:10][CH:9]=[CH:8][CH:7]=3)[CH:3]=1.[CH3:16][N:17]([CH3:31])[C:18]1([C:25]2[CH:30]=[CH:29][CH:28]=[CH:27][CH:26]=2)[CH2:23][CH2:22][C:21](=O)[CH2:20][CH2:19]1.C(O)(=O)C.C(O[BH-](OC(=O)C)OC(=O)C)(=O)C.[Na+].[Cl:50]CCCl>>[CH:3]1[C:4]2[C:13](=[CH:12][C:11]3[C:6]([CH:5]=2)=[CH:7][CH:8]=[CH:9][CH:10]=3)[CH:14]=[CH:15][C:2]=1[NH:1][CH:21]1[CH2:20][CH2:19][C:18]([C:25]2[CH:26]=[CH:27][CH:28]=[CH:29][CH:30]=2)([N:17]([CH3:31])[CH3:16])[CH2:23][CH2:22]1.[ClH:50].[CH:3]1[C:4]2[C:13](=[CH:12][C:11]3[C:6]([CH:5]=2)=[CH:7][CH:8]=[CH:9][CH:10]=3)[CH:14]=[CH:15][C:2]=1[NH:1][CH:21]1[CH2:20][CH2:19][C:18]([C:25]2[CH:26]=[CH:27][CH:28]=[CH:29][CH:30]=2)([N:17]([CH3:31])[CH3:16])[CH2:23][CH2:22]1 |f:3.4,7.8|. Procedure: 386 mg 2-Aminoanthracene and 434 mg 4-dimethylamino-4-phenyl-cyclohexanone were dissolved in dry 1,2-dichloroethane (20 ml) under argon. Glacial acetic acid (2 mmol) and 600 mg sodium triacetoxyborohydride were added to this mixture and the mixture was stirred for 24 hours at RT. For working up, the reaction mixture was concentrated and the residue was adjusted to pH 11 with five molar sodium hydroxide solution and extracted with ethyl acetate (4×20 ml). The combined extracts were dried over sod...